Dataset: the Open Reaction Database (ORD), a public repository of structured organic reaction records. Task: describe an organic reaction: reactants, conditions, products, and yield Starting materials: NC(CCC(=O)OC)C1=C(C=CC=C1OC)OC (methyl 4-amino-4-(2,6-dimethoxyphenyl)butanoate), ClC=1C(=NC=C(C=O)C1)OC(F)F (5-chloro-6-(difluoromethoxy)nicotinaldehyde). Yields the product ClC=1C=C(C=NC1OC(F)F)CN1C(CCC1C1=C(C=CC=C1OC)OC)=O (1-((5-chloro-6-(difluoromethoxy)pyridin-3-yl)methyl)-5-(2,6-dimethoxyphenyl)pyrrolidin-2-one). Reaction SMILES: [NH2:1][CH:2]([C:9]1[C:14]([O:15][CH3:16])=[CH:13][CH:12]=[CH:11][C:10]=1[O:17][CH3:18])[CH2:3][CH2:4][C:5]([O:7]C)=O.[Cl:19][C:20]1[C:21]([O:28][CH:29]([F:31])[F:30])=[N:22][CH:23]=[C:24]([CH:27]=1)[CH:25]=O>>[Cl:19][C:20]1[CH:27]=[C:24]([CH2:25][N:1]2[CH:2]([C:9]3[C:14]([O:15][CH3:16])=[CH:13][CH:12]=[CH:11][C:10]=3[O:17][CH3:18])[CH2:3][CH2:4][C:5]2=[O:7])[CH:23]=[N:22][C:21]=1[O:28][CH:29]([F:31])[F:30]. Reported procedure: Prepared according to the described general procedure 2 (GP2) by reaction of methyl 4-amino-4-(2,6-dimethoxyphenyl)butanoate with 5-chloro-6-(difluoromethoxy)nicotinaldehyde. Subsequent purification by preparative HPLC afforded the target compound. LC-MS (conditions A): tR=0.84 min.; [M+H]+: 413.32 g/mol.